From a dataset of the Open Reaction Database (ORD), a public repository of structured organic reaction records. describe an organic reaction: reactants, conditions, products, and yield The reactants are COC1=C(C(=O)O)C(=CC=C1)C(F)(F)F (2-methoxy-6-(trifluoromethyl)benzoic acid), ClC1=CC=CC=C1 (chlorobenzene), S(C)C (SMe2). Solvent: CCOC(=O)C (EtOAc). Reaction conditions: temperature 0 celsius, time 15 minute. Product: COC1=C(C(=CC=C1)C(F)(F)F)CO ([2-methoxy-6-(trifluoromethyl)phenyl]methanol). As a reaction SMILES: [CH3:1][O:2][C:3]1[CH:11]=[CH:10][CH:9]=[C:8]([C:12]([F:15])([F:14])[F:13])[C:4]=1[C:5](O)=[O:6].ClC1C=CC=CC=1.S(C)C>CCOC(C)=O>[CH3:1][O:2][C:3]1[CH:11]=[CH:10][CH:9]=[C:8]([C:12]([F:13])([F:15])[F:14])[C:4]=1[CH2:5][OH:6]. Reported procedure: Into a 100-mL 3-necked round-bottom flask (1 atm) purged and maintained with an inert atmosphere of nitrogen, was placed 2-methoxy-6-(trifluoromethyl)benzoic acid (2.2 g, 9.99 mmol, 1.00 equiv), chlorobenzene (20 mL). This was followed by the addition of BH3.SMe2(2M in tetrahydrofuran) (15.0 mL) dropwise with stirring at 0° C. The mixture was stirred 15 min at 0° C. Then the resulting solution was stirred for 2 h at 80° C. and continued stirring for 18 h at 130° C. in an oil bath. The reaction p... Starting materials: N1=C(N=CC=C1)N (pyrimidin-2-amine), ClC(=C(C)C)N(C)C (1-chloro-N,N,2-trimethyl-1-propenylamine), FC1=C(OC2=C(C=C(C(=O)O)C=C2)C=2C3=C(C(N(C2)C)=O)NC=C3)C=CC(=C1)F (4-(2,4-difluorophenoxy)-3-(6-methyl-7-oxo-6,7-dihydro-1H-pyrrolo[2,3-c]pyridin-4-yl)benzoic acid). The reagents and catalysts are CN(C1=CC=NC=C1)C (4-(dimethylamino)pyridine). The solvent is O1CCCC1 (tetrahydrofuran), O1CCCC1 (tetrahydrofuran), O1CCCC1 (tetrahydrofuran). Conditions: temperature 60 celsius, time 2 hour. Product: FC1=C(OC2=C(C=C(C(=O)NC3=NC=CC=N3)C=C2)C=2C3=C(C(N(C2)C)=O)NC=C3)C=CC(=C1)F (4-(2,4-difluorophenoxy)-3-(6-methyl-7-oxo-6,7-dihydro-1H-pyrrolo[2,3-c]pyridin-4-yl)-N-(pyrimidin-2-yl)benzamide). RXN SMILES: [F:1][C:2]1[CH:28]=[C:27]([F:29])[CH:26]=[CH:25][C:3]=1[O:4][C:5]1[CH:13]=[CH:12][C:8]([C:9](O)=[O:10])=[CH:7][C:6]=1[C:14]1[C:15]2[CH:24]=[CH:23][NH:22][C:16]=2[C:17](=[O:21])[N:18]([CH3:20])[CH:19]=1.ClC(N(C)C)=C(C)C.[N:38]1[CH:43]=[CH:42][CH:41]=[N:40][C:39]=1[NH2:44]>O1CCCC1.CN(C)C1C=CN=CC=1>[F:1][C:2]1[CH:28]=[C:27]([F:29])[CH:26]=[CH:25][C:3]=1[O:4][C:5]1[CH:13]=[CH:12][C:8]([C:9]([NH:44][C:39]2[N:40]=[CH:41][CH:42]=[CH:43][N:38]=2)=[O:10])=[CH:7][C:6]=1[C:14]1[C:15]2[CH:24]=[CH:23][NH:22][C:16]=2[C:17](=[O:21])[N:18]([CH3:20])[CH:19]=1. Reported procedure: A solution of Example 50b (24 mg, 0.06 mmol) in a 4 mL vial was dissolved in anhydrous tetrahydrofuran (1.0 mL), followed by the addition of 1-chloro-N,N,2-trimethyl-1-propenylamine (65 μL, 0.48 mmol). This was capped and placed to shake for 2 hours at ambient temperature. Then, a solution of pyrimidin-2-amine (9 mg, 0.09 mmol) in anhydrous tetrahydrofuran (0.3 mL) was added, followed by a solution of 4-(dimethylamino)pyridine (37 mg, 0.3 mmol) in anhydrous tetrahydrofuran (0.5 mL). The mixture ...